Dataset: the Open Reaction Database (ORD), a public repository of structured organic reaction records. Task: describe an organic reaction: reactants, conditions, products, and yield Reactants: CN(C=O)C (dimethylformamide), C(#N)C1=C(C=CC(=C1C#N)CCCCC)O (2,3-dicyano-4-pentylphenol), C([O-])([O-])=O.[K+].[K+] (potassium carbonate), C(CC)C12CCC(CC1)(CC2)CBr (4-propyl-1-bicyclo(2,2,2)-octylmethyl bromide). The solvent is O (water). Reaction conditions: temperature 80 celsius, time 48 hour. Yields the product C(#N)C1=C(C=CC(=C1C#N)CCCCC)OCC12CCC(CC1)(CC2)CCC (4-propyl-1-bicyclo(2,2,2)octylmethyl 2,3-dicyano-4-pentylphenyl ether). RXN SMILES: CN(C)C=O.[C:6]([C:8]1[C:13]([C:14]#[N:15])=[C:12]([CH2:16][CH2:17][CH2:18][CH2:19][CH3:20])[CH:11]=[CH:10][C:9]=1[OH:21])#[N:7].C(=O)([O-])[O-].[K+].[K+].[CH2:28]([C:31]12[CH2:38][CH2:37][C:34]([CH2:39]Br)([CH2:35][CH2:36]1)[CH2:33][CH2:32]2)[CH2:29][CH3:30]>O>[C:6]([C:8]1[C:13]([C:14]#[N:15])=[C:12]([CH2:16][CH2:17][CH2:18][CH2:19][CH3:20])[CH:11]=[CH:10][C:9]=1[O:21][CH2:39][C:34]12[CH2:35][CH2:36][C:31]([CH2:28][CH2:29][CH3:30])([CH2:38][CH2:37]1)[CH2:32][CH2:33]2)#[N:7] |f:2.3.4|. Reported procedure: 50 ml of dimethylformamide were added to 0.04 mole of 2,3-dicyano-4-pentylphenol, 0.2 mole of potassium carbonate and 0.04 mole of 4-propyl-1-bicyclo(2,2,2)-octylmethyl bromide. The mixture was stirred at 80° C. for 48 hours. The mixture was then cooled to room temperature and poured into 200 ml of water and the organic phase was extracted. The organic extract was washed with water and dried over magnesium sulfate. After the solvent had been evaporated off, the crude product was recrystallized s...